From a dataset of the Open Reaction Database (ORD), a public repository of structured organic reaction records. describe an organic reaction: reactants, conditions, products, and yield Procedure details: In a 10 mL round-bottomed flask equipped with a condenser and a stirring bar was placed pyrazole (0.50 g, 7.3 mmol), acrylic acid (0.50 mL, 7.3 mmol) and triethylamine (3 mL). The reaction mixture was refluxed for 6 hours. After removing triethylamine, the viscous oil was dried on high vacuo during 12 hours to yield quantitatively the desired acid (1.0 g) suitable for the next step without further purification. RXN SMILES: [NH:1]1[CH:5]=[CH:4][CH:3]=[N:2]1.[C:6]([OH:10])(=[O:9])[CH:7]=[CH2:8]>C(N(CC)CC)C>[N:1]1([CH2:8][CH2:7][C:6]([OH:10])=[O:9])[CH:5]=[CH:4][CH:3]=[N:2]1. The solvent is C(C)N(CC)CC (triethylamine). The reactants are N1N=CC=C1 (pyrazole), C(C=C)(=O)O (acrylic acid). Yields the product N1(N=CC=C1)CCC(=O)O (3-(1-Pyrazolyl)-propionic Acid). Yield: 97.7%. The reactants are C(C1=CC=CC=C1)OCC[C@@H](COC)N ((S)-3-benzyloxy-1-methoxymethyl-propylamine), COC(C=O)OC (dimethoxyacetaldehyde), S(=O)(=O)([O-])[O-].[Mg+2] (magnesium sulfate), C(C)(=O)O (acetic acid), C(#N)[BH3-].[Na+] (sodium cyanoborohydride), COC(C=O)OC (dimethoxyacetaldehyde). Solvent: CO (methanol). Run at temperature 0 celsius. Product: C(C1=CC=CC=C1)OCC[C@@H](COC)NCC(OC)OC (((S)-3-Benzyloxy-1-methoxymethyl-propyl)-(2,2-dimethoxy-ethyl)-amine). Isolated yield 84.1%. As a reaction SMILES: [CH2:1]([O:8][CH2:9][CH2:10][C@H:11]([NH2:15])[CH2:12][O:13][CH3:14])[C:2]1[CH:7]=[CH:6][CH:5]=[CH:4][CH:3]=1.[CH3:16][O:17][CH:18]([O:21][CH3:22])[CH:19]=O.S([O-])([O-])(=O)=O.[Mg+2].C(O)(=O)C.C([BH3-])#N.[Na+]>CO>[CH2:1]([O:8][CH2:9][CH2:10][C@H:11]([NH:15][CH2:19][CH:18]([O:21][CH3:22])[O:17][CH3:16])[CH2:12][O:13][CH3:14])[C:2]1[CH:7]=[CH:6][CH:5]=[CH:4][CH:3]=1 |f:2.3,5.6|. Reported procedure: To a solution of (S)-3-benzyloxy-1-methoxymethyl-propylamine (1.34 g, 6.40 mmol) in methanol (25 mL) were added dimethoxyacetaldehyde solution (45% in tert-butyl methyl ether, 1.81 mL, 7.04 mmol), magnesium sulfate (6.94 g, 57.6 mmol), acetic acid (1.54 g, 25.6 mmol), and sodium cyanoborohydride (551 mg, 8.32 mmol), then after 4 h the reaction mixture was cooled to 0° C. and treated with another portion of dimethoxyacetaldehyde solution (45% in tert-butyl methyl ether, 0.22 mL, 0.96 mmol). The i... Starting materials: C1(=CC=CC=C1)N(C(=O)C1=CC2=C(N(C(=N2)COC2=CC=C(C=C2)C#N)C)C=C1)CCC(=O)OCC (1-methyl-2-[(4-cyanophenyl)oxymethyl]benzimidazol-5-yl-carboxylic acid-N-phenyl-N-(2-ethoxycarbonylethyl)amide), Cl (hydrochloric acid), C(C)O (ethanol), C([O-])([O-])=O.[NH4+].[NH4+] (ammonium carbonate), C28H29N5O4. Run in ClCCl.C(C)O (dichloromethane ethanol). The product is Cl.C1(=CC=CC=C1)N(C(=O)C1=CC2=C(N(C(=N2)COC2=CC=C(C=C2)C(N)=N)C)C=C1)CCC(=O)OCC (1-Methyl-2-[(4-amidinophenyl)oxymethyl]benzimidazol-5-yl-carboxylic acid-N-phenyl-N-(2-ethoxycarbonylethyl)amide hydrochloride). Yield: 79.5%. Reaction SMILES: [C:1]1([N:7]([CH2:30][CH2:31][C:32]([O:34][CH2:35][CH3:36])=[O:33])[C:8]([C:10]2[CH:29]=[CH:28][C:13]3[N:14]([CH3:27])[C:15]([CH2:17][O:18][C:19]4[CH:24]=[CH:23][C:22]([C:25]#[N:26])=[CH:21][CH:20]=4)=[N:16][C:12]=3[CH:11]=2)=[O:9])[CH:6]=[CH:5][CH:4]=[CH:3][CH:2]=1.[ClH:37].C(O)C.C(=O)([O-])[O-].[NH4+:45].[NH4+]>ClCCl.C(O)C>[ClH:37].[C:1]1([N:7]([CH2:30][CH2:31][C:32]([O:34][CH2:35][CH3:36])=[O:33])[C:8]([C:10]2[CH:29]=[CH:28][C:13]3[N:14]([CH3:27])[C:15]([CH2:17][O:18][C:19]4[CH:24]=[CH:23][C:22]([C:25](=[NH:45])[NH2:26])=[CH:21][CH:20]=4)=[N:16][C:12]=3[CH:11]=2)=[O:9])[CH:2]=[CH:3][CH:4]=[CH:5][CH:6]=1 |f:3.4.5,6.7,8.9|. Procedure: Prepared analogously to Example 25d from 1-methyl-2-[(4-cyanophenyl)oxymethyl]benzimidazol-5-yl-carboxylic acid-N-phenyl-N-(2-ethoxycarbonylethyl)amide and ethanolic hydrochloric acid, ethanol, and ammonium carbonate. Yield: 79.5% of theory, C28H29N5O4 (499.6); Rf value: 0.15 (silica gel; dichloromethane/ethanol=4:1); EKA mass spectrum: (M+H)+=500.0; (M+H+Na)++=261.7. The reactants are CC1=C(CN2N=C3C(=CC=CC3=C2C2=CC=C(C=C2)F)C(=O)OC)C=CC(=C1)C (methyl 2-(2,4-dimethylbenzyl)-3-(4-fluorophenyl)-2H-indazole-7-carboxylate), [OH-].[Na+] (NaOH), Cl (HCl). Run in CO (methanol). Run at temperature 50 celsius, time 1 hour. Product: CC1=C(CN2N=C3C(=CC=CC3=C2C2=CC=C(C=C2)F)C(=O)O)C=CC(=C1)C (2-(2,4-DIMETHYLBENZYL)-3-(4-FLUOROPHENYL)-2H-INDAZOLE-7-CARBOXYLIC ACID). Isolated yield 0.5%. As a reaction SMILES: [CH3:1][C:2]1[CH:28]=[C:27]([CH3:29])[CH:26]=[CH:25][C:3]=1[CH2:4][N:5]1[C:13]([C:14]2[CH:19]=[CH:18][C:17]([F:20])=[CH:16][CH:15]=2)=[C:12]2[C:7]([C:8]([C:21]([O:23]C)=[O:22])=[CH:9][CH:10]=[CH:11]2)=[N:6]1.[OH-].[Na+].Cl>CO>[CH3:1][C:2]1[CH:28]=[C:27]([CH3:29])[CH:26]=[CH:25][C:3]=1[CH2:4][N:5]1[C:13]([C:14]2[CH:19]=[CH:18][C:17]([F:20])=[CH:16][CH:15]=2)=[C:12]2[C:7]([C:8]([C:21]([OH:23])=[O:22])=[CH:9][CH:10]=[CH:11]2)=[N:6]1 |f:1.2|. Reported procedure: A solution of methyl 2-(2,4-dimethylbenzyl)-3-(4-fluorophenyl)-2H-indazole-7-carboxylate (0.195 g, 0.5 mmol) in 5 mL methanol was treated with 1 mL of 1N NaOH and stirred at 50° C. for 1 hour. The solution was neutralized with dilute HCl and partitioned with ethyl acetate and H2O. The organic phase was dried (Na2SO4) and concentrated in vacuo to give 0.95 mg of the title compound as a yellow solid. The reactants are COc1ccc(-c2ccnn2-c2ccc(F)cc2)cc1OCc1ccccc1, CCO. Yields the product COc1ccc(-c2ccnn2-c2ccc(F)cc2)cc1O. As a reaction SMILES: [CH2:1]([c:2]1[cH:3][cH:4][cH:5][cH:6][cH:7]1)[O:8][c:9]1[cH:10][c:11](-[c:17]2[cH:18][cH:19][n:20][n:21]2-[c:22]2[cH:23][cH:24][c:25]([F:28])[cH:26][cH:27]2)[cH:12][cH:13][c:14]1[O:15][CH3:16].[CH3:29][CH2:30][OH:31]>>[OH:8][c:9]1[cH:10][c:11](-[c:17]2[cH:18][cH:19][n:20][n:21]2-[c:22]2[cH:23][cH:24][c:25]([F:28])[cH:26][cH:27]2)[cH:12][cH:13][c:14]1[O:15][CH3:16]. Reactants: COC=1C(=C(C(=O)O)C=CC1)C (3-methoxy-2-methylbenzoic acid), S(=O)(Cl)Cl (thionyl chloride). Solvent: C(Cl)(Cl)Cl (chloroform). Product: COC=1C(=C(C(=O)Cl)C=CC1)C (3-methoxy-2-methylbenzoyl chloride). Yield: 86.3%. RXN SMILES: [CH3:1][O:2][C:3]1[C:4]([CH3:12])=[C:5]([CH:9]=[CH:10][CH:11]=1)[C:6](O)=[O:7].S(Cl)([Cl:15])=O>C(Cl)(Cl)Cl>[CH3:1][O:2][C:3]1[C:4]([CH3:12])=[C:5]([CH:9]=[CH:10][CH:11]=1)[C:6]([Cl:15])=[O:7]. Procedure: To 3-methoxy-2-methylbenzoic acid (454 g, 2.73 moles) in 1300 mL chloroform containing 20 g dimethyl formamide at 65° C., thionyl chloride (390 g) was added dropwise over 6 hours, whereupon the solvent was removed by evaporation at a reduced pressure. The residue (512 g) was distilled at 110° C. at 1-2 mm Hg to give 3-methoxy-2-methylbenzoyl chloride (435 g). The reactants are Clc1ccc(Br)cn1, CCOCC, [Li]CCCC, O=C1CCCC1. Yields the product OC1(c2ccc(Cl)nc2)CCCC1. RXN SMILES: [Br:1][c:2]1[cH:3][cH:4][c:5]([Cl:8])[n:6][cH:7]1.[CH3:20][CH2:21][O:22][CH2:23][CH3:24].[CH3:9][CH2:10][CH2:11][CH2:12][Li:13].[O:14]=[C:15]1[CH2:16][CH2:17][CH2:18][CH2:19]1>>[c:2]1([C:15]2([OH:14])[CH2:16][CH2:17][CH2:18][CH2:19]2)[cH:3][cH:4][c:5]([Cl:8])[n:6][cH:7]1. The reactants are [C@H]1(CCC2=CC=CC=C12)NC1=NC2=CC=C(C=C2C=C1)N ((R)—N2-indan-1-yl-quinoline-2,6-diamine), C(C)(=O)O (acetic acid), C(C)(C)(C)OC(N(CC=O)C)=O (methyl-(2-oxo-ethyl)carbamic acid tert-butyl ester), C(#N)[BH3-].[Na+] (sodium cyanoborohydride), C(=O)(O)[O-].[Na+] (NaHCO3). The solvent is CO (Methanol). Conditions: temperature 23 celsius, time 1 hour. Product: C(C)(C)(C)OC(N(C)CCNC=1C=C2C=CC(=NC2=CC1)N[C@@H]1CCC2=CC=CC=C12)=O ({2-[2-((R)-Indan-1-ylamino)-quinolin-6-ylamino]-ethyl}-methyl-carbamic acid tert-butyl ester). Yield: 77.3%. As a reaction SMILES: [C@H:1]1([NH:10][C:11]2[CH:20]=[CH:19][C:18]3[C:13](=[CH:14][CH:15]=[C:16]([NH2:21])[CH:17]=3)[N:12]=2)[C:9]2[C:4](=[CH:5][CH:6]=[CH:7][CH:8]=2)[CH2:3][CH2:2]1.C(O)(=O)C.[C:26]([O:30][C:31](=[O:37])[N:32]([CH3:36])[CH2:33][CH:34]=O)([CH3:29])([CH3:28])[CH3:27].C([BH3-])#N.[Na+].C([O-])(O)=O.[Na+]>CO>[C:26]([O:30][C:31](=[O:37])[N:32]([CH2:33][CH2:34][NH:21][C:16]1[CH:17]=[C:18]2[C:13](=[CH:14][CH:15]=1)[N:12]=[C:11]([NH:10][C@H:1]1[C:9]3[C:4](=[CH:5][CH:6]=[CH:7][CH:8]=3)[CH2:3][CH2:2]1)[CH:20]=[CH:19]2)[CH3:36])([CH3:29])([CH3:28])[CH3:27] |f:3.4,5.6|. Procedure: A mixture of (R)—N2-indan-1-yl-quinoline-2,6-diamine (453 mg, 1.645 mmol) in Methanol (10 mL) with acetic acid (0.3 mL, 4.935 mmol) and commercially available methyl-(2-oxo-ethyl)carbamic acid tert-butyl ester (300 mg, 1.731 mmol) was stirred at 23° C. for 1 h. Portionwise addition of sodium cyanoborohydride (286 mg, 4.11 mmol) was followed by additional stirring at 23° C. for 3 h. Poured onto saturated NaHCO3-solution and extracted twice with ethyl acetate, dried over Na2SO4 and evaporated tota...